From a dataset of the Open Reaction Database (ORD), a public repository of structured organic reaction records. describe an organic reaction: reactants, conditions, products, and yield Reactants: O=C(NCC=NO)c1cc(Br)ccc1Cl, [BH3-]C#N, [CH3], CO, CO, Cl, [Na+]. Yields the product O=CN(O)CCNC(=O)c1cc(Br)ccc1Cl. RXN SMILES: [Br:1][c:2]1[cH:3][cH:4][c:5]([Cl:15])[c:6]([C:7](=[O:8])[NH:9][CH2:10][CH:11]=[N:12][OH:13])[cH:14]1.[C:20]([BH3-:21])#[N:22].[CH3:16].[CH3:17][OH:18].[CH3:24][OH:25].[ClH:19].[Na+:23]>>[Br:1][c:2]1[cH:3][cH:4][c:5]([Cl:15])[c:6]([C:7](=[O:8])[NH:9][CH2:10][CH2:11][N:12]([OH:13])[CH:17]=[O:18])[cH:14]1. Reactants: IC#CC1=CSC=C1 (3-(iodoethynyl)thiophene), C(C1=CC=CC=C1)N=[N+]=[N-] (benzylazide). Yields the product IC1=C(N=NN1CC1=CC=CC=C1)C1=CSC=C1 (5-Iodo-4-(thiophen-3-yl)-1-benzyl-1H-1,2,3-triazole). As a reaction SMILES: [I:1][C:2]#[C:3][C:4]1[CH:8]=[CH:7][S:6][CH:5]=1.[CH2:9]([N:16]=[N+:17]=[N-:18])[C:10]1[CH:15]=[CH:14][CH:13]=[CH:12][CH:11]=1>>[I:1][C:2]1[N:16]([CH2:9][C:10]2[CH:15]=[CH:14][CH:13]=[CH:12][CH:11]=2)[N:17]=[N:18][C:3]=1[C:4]1[CH:8]=[CH:7][S:6][CH:5]=1. Procedure: Synthesized from 3-(iodoethynyl)thiophene and benzylazide using one-pot/two-step general procedure, 1.24 g, 3.38 mmol, 81%; mp=125-127° C. (dec.); IR (υ[cm−1]) 3025, 1496, 1455, 1354, 1318, 1230, 1211, 1072, 1008, 783, 717; 1H NMR (600 MHz, CDCl3) δ=7.94 (d, J=1.6, 1H), 7.75 (d, J=4.7, 1H), 7.39 (dd, J=4.7, 3.0, 1H), 7.36-7.29 (m, 3H), 7.29-7.25 (m, 2H), 5.64 (s, 2H); 13C NMR (151 MHz, CDCl3) δ=147.3, 134.5, 131.2, 129.1, 128.7, 127.9, 126.8, 126.1, 122.9, 76.0, 54.5; HRMS (ESI-TOF) (m/z): [M+H]... Starting materials: CCO, CN(C)CCCCCl, Cl, NC(N)=S. The product is CN(C)CCCCSC(=N)N, Cl, Cl. Reaction SMILES: [CH3:14][CH2:15][OH:16].[Cl:2][CH2:3][CH2:4][CH2:5][CH2:6][N:7]([CH3:8])[CH3:9].[ClH:1].[NH2:10][C:11]([NH2:12])=[S:13]>>[CH2:3]([CH2:4][CH2:5][CH2:6][N:7]([CH3:8])[CH3:9])[S:13][C:11](=[NH:10])[NH2:12].[ClH:1].[ClH:2]. The reactants are C(C=1C(N)=CC=CC1)(=O)O (anthranilic acid), NC1=CC=C(C=C1)C1(CCC1)C#N (1-(4-aminophenyl)cyclobutane-carbonitrile), TEA, CCN=C=NCCCN(C)C (EDCI), C=1C=CC2=C(C1)N=NN2O (HOBt). Solvent: ClCCl (dichloromethane). Product: NC1=C(C=CC=C1)C(=O)NC1=CC=C(C=C1)C1(CCC1)C#N ((2-aminophenyl)-N-[4-(cyanocyclobutyl)phenyl]-carboxamide). Reaction SMILES: [C:1]([OH:10])(=O)[C:2]1[C:3](=[CH:5][CH:6]=[CH:7][CH:8]=1)[NH2:4].[NH2:11][C:12]1[CH:17]=[CH:16][C:15]([C:18]2([C:22]#[N:23])[CH2:21][CH2:20][CH2:19]2)=[CH:14][CH:13]=1.CCN=C=NCCCN(C)C.C1C=CC2N(O)N=NC=2C=1>ClCCl>[NH2:4][C:3]1[CH:5]=[CH:6][CH:7]=[CH:8][C:2]=1[C:1]([NH:11][C:12]1[CH:13]=[CH:14][C:15]([C:18]2([C:22]#[N:23])[CH2:21][CH2:20][CH2:19]2)=[CH:16][CH:17]=1)=[O:10]. Procedure: A mixture of anthranilic acid (1.4 g) and 1-(4-aminophenyl)cyclobutane-carbonitrile (1 eq) and TEA (1.2 eq) in dichloromethane (80 ml) was stirred with EDCI (1.25 eq) and HOBt (1 eq) at RT overnight. The reaction was washed with sat. NaHCO3, H2O followed by brine, dried over Na2SO4 and evaporated. The residue was purified by column chromatography to give (2-aminophenyl)-N-[4-(cyanocyclobutyl)phenyl]-carboxamide. Product: CCOC(=O)COc1ccc(N)cc1. Starting materials: CCO, CCOC(=O)COc1ccc([N+](=O)[O-])cc1. As a reaction SMILES: [CH3:17][CH2:18][OH:19].[N+:1]([O-:2])(=[O:3])[c:4]1[cH:5][cH:6][c:7]([O:8][CH2:9][C:10](=[O:11])[O:12][CH2:13][CH3:14])[cH:15][cH:16]1>>[NH2:1][c:4]1[cH:5][cH:6][c:7]([O:8][CH2:9][C:10](=[O:11])[O:12][CH2:13][CH3:14])[cH:15][cH:16]1. The reactants are COc1c(C(C)(C)C)cc(COc2ccc(C=O)cc2)cc1C(C)(C)C, CC(=O)[O-], CC(=O)O, [Na+], O=C1CSC(=S)N1. Product: COc1c(C(C)(C)C)cc(COc2ccc(C=C3SC(=S)NC3=O)cc2)cc1C(C)(C)C. Reaction SMILES: [C:1]([CH3:2])([CH3:3])([CH3:4])[c:5]1[cH:6][c:7]([CH2:17][O:18][c:19]2[cH:20][cH:21][c:22]([CH:23]=[O:24])[cH:25][cH:26]2)[cH:8][c:9]([C:13]([CH3:14])([CH3:15])[CH3:16])[c:10]1[O:11][CH3:12].[CH3:35][C:36](=[O:37])[O-:38].[CH3:39][C:40](=[O:41])[OH:42].[Na+:34].[S:27]1[C:28](=[S:29])[NH:30][C:31](=[O:32])[CH2:33]1>>[C:1]([CH3:2])([CH3:3])([CH3:4])[c:5]1[cH:6][c:7]([CH2:17][O:18][c:19]2[cH:20][cH:21][c:22]([CH:23]=[C:33]3[S:27][C:28](=[S:29])[NH:30][C:31]3=[O:32])[cH:25][cH:26]2)[cH:8][c:9]([C:13]([CH3:14])([CH3:15])[CH3:16])[c:10]1[O:11][CH3:12]. Starting materials: O (Water), [N+](=O)([O-])C1=CC=C(C=C1)O (4-Nitrophenol), ClC1=NC2=CC=CC=C2C=C1 (2-chloroquinoline), [H-].[Na+] (sodium hydride). Run in CN(C)C=O (DMF). Run at time 1 hour. Product: [N+](=O)([O-])C1=CC=C(OC2=NC3=CC=CC=C3C=C2)C=C1 (2-(4-nitrophenoxy)quinoline). Reaction SMILES: [N+:1]([C:4]1[CH:9]=[CH:8][C:7]([OH:10])=[CH:6][CH:5]=1)([O-:3])=[O:2].[H-].[Na+].Cl[C:14]1[CH:23]=[CH:22][C:21]2[C:16](=[CH:17][CH:18]=[CH:19][CH:20]=2)[N:15]=1.O>CN(C=O)C>[N+:1]([C:4]1[CH:9]=[CH:8][C:7]([O:10][C:14]2[CH:23]=[CH:22][C:21]3[C:16](=[CH:17][CH:18]=[CH:19][CH:20]=3)[N:15]=2)=[CH:6][CH:5]=1)([O-:3])=[O:2] |f:1.2|. Procedure details: 4-Nitrophenol (41 moles, 5.1 g) was dissolved in DMF (500 ml) and treated with sodium hydride (41 mmoles previously washed with hexane). After stirring at room temperature for 1 hr, 2-chloroquinoline (40 moles, 6.5 g) was added dropwise and stirred for 16 hr at room temperature followed by refluxing for 6 hr. Water was added to the cooled solution and the product was extracted with ethyl acetate. The ethyl acetate solution was washed with water, and 5N NaOH, dried over sodium sulfate and concent... Starting materials: C=C(CF)C(=O)OCC, COCN(Cc1ccccc1)C[Si](C)(C)C, ClCCl, O=C(O)C(F)(F)F. Product: CCOC(=O)C1(CF)CCN(Cc2ccccc2)C1. Reaction SMILES: [CH2:24]([CH3:25])[O:26][C:27]([C:28](=[CH2:29])[CH2:30][F:31])=[O:32].[CH3:1][O:2][CH2:3][N:4]([CH2:5][Si:6]([CH3:7])([CH3:8])[CH3:9])[CH2:10][c:11]1[cH:12][cH:13][cH:14][cH:15][cH:16]1.[Cl:33][CH2:34][Cl:35].[OH:17][C:18]([C:19]([F:20])([F:21])[F:22])=[O:23]>>[CH2:3]1[N:4]([CH2:10][c:11]2[cH:12][cH:13][cH:14][cH:15][cH:16]2)[CH2:5][C:28]([C:27]([O:26][CH2:24][CH3:25])=[O:32])([CH2:30][F:31])[CH2:29]1. Product: FC(C=1C=C(C=CC1)NC(=O)N1CCC2=C1N=C(N=C2C=2C=NC(=NC2)N(CC2=CC=C(C=C2)OC)CC2=CC=C(C=C2)OC)N2CCOCC2)(F)F (4-{2-[bis-(4-methoxy-benzyl)-amino]-pyrimidin-5-yl}-2-morpholin-4-yl-5,6-dihydro-pyrrolo[2,3-d]pyrimidine-7-carboxylic acid (3-trifluoromethyl-phenyl)-amide). Starting materials: COC1=CC=C(CN(C2=NC=C(C=N2)C=2C3=C(N=C(N2)N2CCOCC2)NCC3)CC3=CC=C(C=C3)OC)C=C1 (bis-(4-methoxy-benzyl)-[5-(2-morpholin-4-yl-6,7-dihydro-5H-pyrrolo[2,3-d]pyrimidin-4-yl)-pyrimidin-2-yl]-amine), FC(C=1C=C(C=CC1)N=C=O)(F)F (3-trifluoromethyl-phenyl isocyanate). Reported procedure: Using bis-(4-methoxy-benzyl)-[5-(2-morpholin-4-yl-6,7-dihydro-5H-pyrrolo[2,3-d]pyrimidin-4-yl)-pyrimidin-2-yl]-amine (54 mg) and 3-trifluoromethyl-phenyl isocyanate (56.1 μl) instead of ethyl isocyanate, in the same manner as in Example 1-D-03, a crude product of 4-{2-[bis-(4-methoxy-benzyl)-amino]-pyrimidin-5-yl}-2-morpholin-4-yl-5,6-dihydro-pyrrolo[2,3-d]pyrimidine-7-carboxylic acid (3-trifluoromethyl-phenyl)-amide was obtained, and then the PMB groups were removed according to Deprotection me... As a reaction SMILES: [CH3:1][O:2][C:3]1[CH:40]=[CH:39][C:6]([CH2:7][N:8]([CH2:30][C:31]2[CH:36]=[CH:35][C:34]([O:37][CH3:38])=[CH:33][CH:32]=2)[C:9]2[N:14]=[CH:13][C:12]([C:15]3[C:16]4[CH2:29][CH2:28][NH:27][C:17]=4[N:18]=[C:19]([N:21]4[CH2:26][CH2:25][O:24][CH2:23][CH2:22]4)[N:20]=3)=[CH:11][N:10]=2)=[CH:5][CH:4]=1.[F:41][C:42]([F:53])([F:52])[C:43]1[CH:44]=[C:45]([N:49]=[C:50]=[O:51])[CH:46]=[CH:47][CH:48]=1>>[F:41][C:42]([F:52])([F:53])[C:43]1[CH:44]=[C:45]([NH:49][C:50]([N:27]2[C:17]3[N:18]=[C:19]([N:21]4[CH2:26][CH2:25][O:24][CH2:23][CH2:22]4)[N:20]=[C:15]([C:12]4[CH:11]=[N:10][C:9]([N:8]([CH2:7][C:6]5[CH:5]=[CH:4][C:3]([O:2][CH3:1])=[CH:40][CH:39]=5)[CH2:30][C:31]5[CH:32]=[CH:33][C:34]([O:37][CH3:38])=[CH:35][CH:36]=5)=[N:14][CH:13]=4)[C:16]=3[CH2:29][CH2:28]2)=[O:51])[CH:46]=[CH:47][CH:48]=1. Starting materials: CCOC(=O)C1=CN=C(O1)N, C1=C(N=C(C=N1)Cl)C#N. The reagents and catalysts are C(=O)([O-])[O-].[Cs+].[Cs+], CC1(C2=C(C(=CC=C2)P(C3=CC=CC=C3)C4=CC=CC=C4)OC5=C1C=CC=C5P(C6=CC=CC=C6)C7=CC=CC=C7)C, C1=CC=C(C=C1)/C=C/C(=O)/C=C/C2=CC=CC=C2.C1=CC=C(C=C1)/C=C/C(=O)/C=C/C2=CC=CC=C2.C1=CC=C(C=C1)/C=C/C(=O)/C=C/C2=CC=CC=C2.[Pd].[Pd]. The solvent is C1COCCO1. Conditions: temperature 160 celsius. Yields the product CCOC(=O)C1=CN=C(O1)NC2=NC(=CN=C2)C#N. Yield: 46.7%. Procedure details: Objective: Test of scope in the coupling of ester substituted aminooxazole  To an oven-dried microwave vial was added ethyl 2-aminooxazole-5-carboxylate (156 mg, 1.00 mmol), 6-chloropyrazine-2-carbonitrile (139 mg, 1.00 mmol), cesium carbonate (651 mg, 2.00 mmol), TRIS(DIBENZYLIDENEACETONE)DIPALLADIUM(0) (22.87 mg, 0.02 mmol) and (9,9-dimethyl-9H-xanthene-4,5-diyl)bis(diphenylphosphine) (43.4 mg, 0.075 mmol) and the vial was capped and purged with nitrogen. dioxane (4 mL) (degassed) was added an...